Dataset: the Open Reaction Database (ORD), a public repository of structured organic reaction records. Task: describe an organic reaction: reactants, conditions, products, and yield Run at time 2 hour. Product: C(CCCCC)SC(C(=O)O)C1=CC(=C(C=C1)Cl)Cl (α-hexylthio-3,4-dichloro-phenylacetic acid). Reported procedure: To a stirred solution of methyl α-hexylthio-3,4-dichloro-phenylacetate (0.197 g) in tetrahydrofuran (10 ml) were added a solution of lithium hydroxide monohydrate (0.123 g) in water (10 ml) and methanol (10 ml), and the mixture was continued to stir for 2 hours at room temperature. At the end of the stirring it was evaporated to remove the organic solvents and the residue was partitioned between methylene chloride and 1N HCl. The organic layer was separated, washed with brine, dried (sodium sulf... The reactants are C(CCCCC)SC(C(=O)OC)C1=CC(=C(C=C1)Cl)Cl (methyl α-hexylthio-3,4-dichloro-phenylacetate), O.[OH-].[Li+] (lithium hydroxide monohydrate). Solvent: O1CCCC1 (tetrahydrofuran), O (water), CO (methanol). As a reaction SMILES: [CH2:1]([S:7][CH:8]([C:13]1[CH:18]=[CH:17][C:16]([Cl:19])=[C:15]([Cl:20])[CH:14]=1)[C:9]([O:11]C)=[O:10])[CH2:2][CH2:3][CH2:4][CH2:5][CH3:6].O.[OH-].[Li+]>O1CCCC1.O.CO>[CH2:1]([S:7][CH:8]([C:13]1[CH:18]=[CH:17][C:16]([Cl:19])=[C:15]([Cl:20])[CH:14]=1)[C:9]([OH:11])=[O:10])[CH2:2][CH2:3][CH2:4][CH2:5][CH3:6] |f:1.2.3|. The yield is 94.8%. Reactants: CCO, C[O-], C=Cc1ccncc1, [Na+], OCCS. Yields the product OCCSCCc1ccncc1. Reaction SMILES: [CH3:16][CH2:17][OH:18].[CH3:1][O-:2].[CH:8](=[CH2:9])[c:10]1[cH:11][cH:12][n:13][cH:14][cH:15]1.[Na+:3].[SH:4][CH2:5][CH2:6][OH:7]>>[S:4]([CH2:5][CH2:6][OH:7])[CH2:9][CH2:8][c:10]1[cH:11][cH:12][n:13][cH:14][cH:15]1. Starting materials: ClC1(C(N(C2=CC=C(C=C12)[N+](=O)[O-])CC(=O)OC)=O)Cl (methyl 2-(3,3-dichloro-5-nitro-2-oxoindolin-1-yl)acetate). Reagents/catalysts: [Zn] (zinc). Solvent: C(C)(=O)O (acetic acid), C(C)(=O)OCC (ethyl acetate). Conditions: time 2 hour. The product is NC=1C=C2CC(N(C2=CC1)CC(=O)OC)=O (methyl 2-(5-amino-2-oxoindolin-1-yl)acetate). Yield: 55.4%. As a reaction SMILES: Cl[C:2]1(Cl)[C:10]2[C:5](=[CH:6][CH:7]=[C:8]([N+:11]([O-])=O)[CH:9]=2)[N:4]([CH2:14][C:15]([O:17][CH3:18])=[O:16])[C:3]1=[O:19]>C(O)(=O)C.C(OCC)(=O)C.[Zn]>[NH2:11][C:8]1[CH:9]=[C:10]2[C:5](=[CH:6][CH:7]=1)[N:4]([CH2:14][C:15]([O:17][CH3:18])=[O:16])[C:3](=[O:19])[CH2:2]2. Procedure details: To a suspension of methyl 2-(3,3-dichloro-5-nitro-2-oxoindolin-1-yl)acetate (0.314 g, 0.984 mmol) in acetic acid (10 ml), zinc powder (0.901 g, 13.78 mmol) was added potion wise at room temperature, and the mixture was stirred for 2 hours. Then the mixture was diluted with ethyl acetate, the solid was filtered off and washed with ethyl acetate and water. The filtrate was basified with solid K2CO3 (pH=8), and the phases were separated. The aqueous phase was extracted with DCM, and the combined or... The reactants are CC(C)C(=O)Nc1nc2c(ncn2C2CC(O)C(CO[Si](C)(C)C(C)(C)C)O2)c(=O)[nH]1, O=C([O-])O, COc1ccc(C(Cl)(c2ccccc2)c2ccc(OC)cc2)cc1, [Na+], c1ccncc1. Product: COc1ccc(C(OC2CC(n3cnc4c(=O)[nH]c(NC(=O)C(C)C)nc43)OC2CO[Si](C)(C)C(C)(C)C)(c2ccccc2)c2ccc(OC)cc2)cc1. As a reaction SMILES: [C:1]([CH:2]([CH3:3])[CH3:4])(=[O:5])[NH:6][c:7]1[nH:8][c:9](=[O:31])[c:10]2[n:11][cH:12][n:13]([CH:14]3[CH2:15][CH:16]([OH:17])[CH:18]([CH2:19][O:20][Si:21]([CH3:22])([CH3:23])[C:24]([CH3:25])([CH3:26])[CH3:27])[O:28]3)[c:29]2[n:30]1.[C:56](=[O:57])([O-:58])[OH:59].[CH3:32][O:33][c:34]1[cH:35][cH:36][c:37]([C:38]([c:39]2[cH:40][cH:41][c:42]([O:45][CH3:46])[cH:43][cH:44]2)([c:47]2[cH:48][cH:49][cH:50][cH:51][cH:52]2)[Cl:53])[cH:54][cH:55]1.[Na+:60].[cH:61]1[cH:62][cH:63][n:64][cH:65][cH:66]1>>[C:1]([CH:2]([CH3:3])[CH3:4])(=[O:5])[NH:6][c:7]1[nH:8][c:9](=[O:31])[c:10]2[n:11][cH:12][n:13]([CH:14]3[CH2:15][CH:16]([O:17][C:38]([c:37]4[cH:36][cH:35][c:34]([O:33][CH3:32])[cH:55][cH:54]4)([c:39]4[cH:40][cH:41][c:42]([O:45][CH3:46])[cH:43][cH:44]4)[c:47]4[cH:48][cH:49][cH:50][cH:51][cH:52]4)[CH:18]([CH2:19][O:20][Si:21]([CH3:22])([CH3:23])[C:24]([CH3:25])([CH3:26])[CH3:27])[O:28]3)[c:29]2[n:30]1. Starting materials: BrC1=CC=CC=C1 (bromobenzene), tetrakis-triphenylphosphine palladium, S1C=CC=C1 (thiophene), C(CCC)[Li] (n-butyllithium). The reagents and catalysts are [Cl-].[Zn+2].[Cl-] (zinc chloride). The solvent is C1CCOC1 (THF), C1CCOC1 (THF), O1CCCC1 (tetrahydrofuran). Reaction conditions: time 2.5 hour. Yields the product C1(=CC=CC=C1)C=1SC=CC1 (2-Phenylthiophene). Yield: 58.5%. As a reaction SMILES: [S:1]1[CH:5]=[CH:4][CH:3]=[CH:2]1.C([Li])CCC.Br[C:12]1[CH:17]=[CH:16][CH:15]=[CH:14][CH:13]=1>O1CCCC1.[Cl-].[Zn+2].[Cl-]>[C:12]1([C:2]2[S:1][CH:5]=[CH:4][CH:3]=2)[CH:17]=[CH:16][CH:15]=[CH:14][CH:13]=1 |f:4.5.6|. Procedure details: To a solution of thiophene (9.5 mL, 0.12 mole) in 100 mL tetrahydrofuran at 0° C. was added 2M n-butyllithium (48 mL, 0.12 mole) dropwise. The solution was stirred 2.5 h and was then added via cannula to a stirred solution of anhydrous zinc chloride (26 g, 0.19 mole) in 100 mL of THF at room temperature. After 1 h this solution was transferred via cannula into a solution of bromobenzene (8.4 mL, 0.08 mole) and tetrakis-triphenylphosphine palladium (0.2 g) in 100 mL of THF. The solution was warme... Reactants: [Al+3], C1CCOC1, [H-], [H-], [H-], [H-], [Li+], C(CN1CCOCC1)=C1CCCc2c1cnn2-c1ccccc1, O=C(C=C1CCCc2c1cnn2-c1ccccc1)N1CCOCC1. Product: C(CN1CCOCC1)=C1CCCc2c1cnn2-c1ccccc1. RXN SMILES: [Al+3:26].[CH2:54]1[O:55][CH2:56][CH2:57][CH2:58]1.[H-:25].[H-:28].[H-:29].[H-:30].[Li+:27].[O:31]1[CH2:32][CH2:33][N:34]([CH2:35][CH:36]=[C:37]2[CH2:38][CH2:39][CH2:40][c:41]3[n:42](-[c:43]4[cH:44][cH:45][cH:46][cH:47][cH:48]4)[n:49][cH:50][c:51]32)[CH2:52][CH2:53]1.[c:1]1(-[n:7]2[n:8][cH:9][c:10]3[c:15]2[CH2:14][CH2:13][CH2:12][C:11]3=[CH:16][C:17](=[O:18])[N:19]2[CH2:20][CH2:21][O:22][CH2:23][CH2:24]2)[cH:2][cH:3][cH:4][cH:5][cH:6]1>>[c:1]1(-[n:7]2[n:8][cH:9][c:10]3[c:15]2[CH2:14][CH2:13][CH2:12][C:11]3=[CH:16][CH2:17][N:19]2[CH2:20][CH2:21][O:22][CH2:23][CH2:24]2)[cH:2][cH:3][cH:4][cH:5][cH:6]1. Reactants: COCCC1=NN(C=C1C)S(=O)(=O)N(C)C (3-(2-methoxyethyl)-N,N,4-trimethyl-1H-pyrazole-1-sulfonamide), C(=O)(O)[O-].[Na+] (NaHCO3), COCCC1=NN(C=C1C)S(=O)(=O)N(C)C (3-(2-methoxyethyl)-N,N,4-trimethyl-1H-pyrazole-1-sulfonamide), Cl (HCl). The solvent is O1CCOCC1 (dioxane). Conditions: temperature 85 celsius, time 1 hour. The product is COCCC1=NNC=C1C (3-(2-Methoxyethyl)-4-methyl-1H-pyrazole). Reaction SMILES: [CH3:1][O:2][CH2:3][CH2:4][C:5]1[C:9]([CH3:10])=[CH:8][N:7](S(N(C)C)(=O)=O)[N:6]=1.Cl.C([O-])(O)=O.[Na+]>O1CCOCC1>[CH3:1][O:2][CH2:3][CH2:4][C:5]1[C:9]([CH3:10])=[CH:8][NH:7][N:6]=1 |f:2.3|. Reported procedure: Into a 50-mL round-bottom flask purged and maintained with an inert atmosphere of nitrogen, was placed a solution of 3-(2-methoxyethyl)-N,N,4-trimethyl-1H-pyrazole-1-sulfonamide (compound 305.3, 440 mg, 1.78 mmol) in dioxane (10 mL). HCl (10 mL, 6 M, 30 mmol) was added to the reaction mixture. The reaction mixture was stirred for 1 h at 85° C., then cooled to room temperature and carefully neutralized with NaHCO3 aq (sat.) to pH=8. The aqueous phase was extracted with 3×50 mL of EtOAc and the co... Starting materials: ClC(C=O)=C(C1=CC=C(C=C1)C)CCCl (α-chloro-β-(2-chloroethyl)-4-methylcinnamaldehyde), [S-2].[Na+].[Na+] (sodium sulphide), O (water), [S-2].[Na+].[Na+] (sodium sulphide), C1CCOC1 (THF). Solvent: CCOCC (ether). The product is CC1=CC=C(C=C1)C=1SCCC1C=O (2-(4'methylphenyl)-4,5-dihydro-3-thiophenecarbaldehyde). As a reaction SMILES: Cl[C:2](=[C:5](CCCl)[C:6]1[CH:11]=[CH:10][C:9]([CH3:12])=[CH:8][CH:7]=1)[CH:3]=[O:4].[S-2:16].[Na+].[Na+].[CH2:19]1[CH2:23]OCC1.O>CCOCC>[CH3:12][C:9]1[CH:8]=[CH:7][C:6]([C:5]2[S:16][CH2:23][CH2:19][C:2]=2[CH:3]=[O:4])=[CH:11][CH:10]=1 |f:1.2.3|. Reported procedure: 15.9 g of α-chloro-β-(2-chloroethyl)-4-methylcinnamaldehyde, prepared in B), and 22 g of sodium sulphide (9 H2O) are added to 200 ml of THF. A sufficient amount of water is added for the sodium sulphide to pass completely into solution, and the mixture is then heated to reflux for 3 hours, cooled and thereafter taken up with ether. The organic phase is separated after settling has taken place, washed with water, then dried over magnesium sulphate and evaporated under vacuum to give 13.5 g of 2-(... Starting materials: OCC1=C(C=CC=C1)N1C(C(C1)(F)F)=O (N-(2-hydroxymethyl phenyl) 3,3-difluoro-2-azetidinone), [Cl-].S(=O)(=O)=C (sulphonyl methane chloride). The solvent is N1=C(C=CC=C1C)C (2,6-lutidine), CCOCC (ether). Run at temperature 7 celsius, time 90 minute. Product: CS(=O)(=O)OCC1=C(C=CC=C1)N1C(C(C1)(F)F)=O (N-(2-methane sulphonyloxymethyl phenyl)-3,3-difluoro-2-azetidinone). As a reaction SMILES: [OH:1][CH2:2][C:3]1[CH:8]=[CH:7][CH:6]=[CH:5][C:4]=1[N:9]1[CH2:12][C:11]([F:14])([F:13])[C:10]1=[O:15].[Cl-].[S:17](=[CH2:20])(=[O:19])=[O:18]>N1C(C)=CC=CC=1C.CCOCC>[CH3:20][S:17]([O:1][CH2:2][C:3]1[CH:8]=[CH:7][CH:6]=[CH:5][C:4]=1[N:9]1[CH2:12][C:11]([F:13])([F:14])[C:10]1=[O:15])(=[O:19])=[O:18] |f:1.2|. Procedure details: 0.17 mmole of compound 4a is dissolved in 0.8 ml of 2,6-lutidine at 0° C., followed by the addition of 0.18 mmole of sulphonyl methane chloride to said solution. After stirring the reaction mixture for 90 min. at a temperature of 4 to 10° C., the solution is taken up in 1 ml of ether and then washed twice with 0.5 ml of saturated aqueous NaCl solution. Reactants: C1(=CC=C(C=C1)S(=O)(=O)O)C (p-toluene-sulfonic acid), C(C1CO1)(=O)N (glycidamide). Solvent: CO (methanol), CCC(O)OC (Dowanol PM), CO (Methanol). Yields the product C1(=CC=C(C=C1)S(=O)(=O)O)C.C(C1CO1)(=O)N (p-Toluenesulfonic acid Glycidamide). RXN SMILES: [C:1]1([CH3:11])[CH:6]=[CH:5][C:4]([S:7]([OH:10])(=[O:9])=[O:8])=[CH:3][CH:2]=1.[C:12]([NH2:17])(=[O:16])[CH:13]1[O:15][CH2:14]1>CO.CCC(OC)O>[C:1]1([CH3:11])[CH:2]=[CH:3][C:4]([S:7]([OH:10])(=[O:8])=[O:9])=[CH:5][CH:6]=1.[C:12]([NH2:17])(=[O:16])[CH:13]1[O:15][CH2:14]1 |f:4.5|. Procedure: 122.9 parts by weight of a 70% p-toluene-sulfonic acid solution supplied in Methanol by Jim Walters Resources is mixed with 282.6 parts by weight of methanol. This solution is then added to 167.5 parts by weight of a 26% glycidamide solution in Dowanol PM to give a homogeneous clear solution.